Dataset: the Open Reaction Database (ORD), a public repository of structured organic reaction records. Task: describe an organic reaction: reactants, conditions, products, and yield Starting materials: FC1=CC=C(C(=O)C2=CC=[N+](C=C2)[O-])C=C1 (4-(4-fluorobenzoyl)-pyridine N-oxide), O=P(Cl)(Cl)Cl (POCl3). The product is ClC1=NC=CC(=C1)C(C1=CC=C(C=C1)F)=O (2-chloro-4-(4-fluorobenzoyl)-pyridine). As a reaction SMILES: [F:1][C:2]1[CH:16]=[CH:15][C:5]([C:6]([C:8]2[CH:13]=[CH:12][N+:11]([O-])=[CH:10][CH:9]=2)=[O:7])=[CH:4][CH:3]=1.O=P(Cl)(Cl)[Cl:19]>>[Cl:19][C:12]1[CH:13]=[C:8]([C:6](=[O:7])[C:5]2[CH:15]=[CH:16][C:2]([F:1])=[CH:3][CH:4]=2)[CH:9]=[CH:10][N:11]=1. Reported procedure: 0.88 g 4-(4-fluorobenzoyl)-pyridine N-oxide and 50 ml POCl3 are refluxed for 2 hrs. Excess POCl3 is distilled at normal pressure. The crude is treated with slightly alkaline cold water and then extracted with methylene chloride. Working as usual affords 0.80 g of title product, identical with that obtained by the Friedel-Crafts process (see Ex. 3d). Reactants: O=C([O-])[O-], Cl, [K+], [K+], CN(C)C=O, Cc1cccc2nc(SCc3ccc(C(=O)c4ccc(O)cc4)cc3)n(C)c(=O)c12, ClCc1ccncc1. Product: Cc1cccc2nc(SCc3ccc(C(=O)c4ccc(OCc5ccncc5)cc4)cc3)n(C)c(=O)c12. Reaction SMILES: [C:40](=[O:41])([O-:42])[O-:43].[ClH:31].[K+:44].[K+:45].[O:46]=[CH:47][N:48]([CH3:49])[CH3:50].[OH:1][c:2]1[cH:3][cH:4][c:5]([C:6](=[O:7])[c:8]2[cH:9][cH:10][c:11]([CH2:12][S:13][c:14]3[n:15][c:16]4[cH:17][cH:18][cH:19][c:20]([CH3:26])[c:21]4[c:22](=[O:25])[n:23]3[CH3:24])[cH:27][cH:28]2)[cH:29][cH:30]1.[cH:32]1[cH:33][c:34]([CH2:38][Cl:39])[cH:35][cH:36][n:37]1>>[O:1]([c:2]1[cH:3][cH:4][c:5]([C:6](=[O:7])[c:8]2[cH:9][cH:10][c:11]([CH2:12][S:13][c:14]3[n:15][c:16]4[cH:17][cH:18][cH:19][c:20]([CH3:26])[c:21]4[c:22](=[O:25])[n:23]3[CH3:24])[cH:27][cH:28]2)[cH:29][cH:30]1)[CH2:38][c:34]1[cH:33][cH:32][n:37][cH:36][cH:35]1. Reactants: ClC1=C(C(=NO1)C1=CC=CC=C1)C=O (5-Chloro-3-phenylisoxazole 4-carboxaldehyde), BrC1=CC=C2CN=C(C2=C1)NN ((6-bromo-3H-isoindol-1-yl)hydrazine). The product is BrC1=CC=C2CN3C(C2=C1)=NN=C3C=3C(=NOC3Cl)C3=CC=CC=C3 (8-Bromo-3-(5-chloro-3-phenylisoxazol-4-yl)-5H-[1,2,4]triazolo[3,4-a]isoindole). Isolated yield 18.9%. As a reaction SMILES: [Cl:1][C:2]1[O:6][N:5]=[C:4]([C:7]2[CH:12]=[CH:11][CH:10]=[CH:9][CH:8]=2)[C:3]=1[CH:13]=O.[Br:15][C:16]1[CH:24]=[C:23]2[C:19]([CH2:20][N:21]=[C:22]2[NH:25][NH2:26])=[CH:18][CH:17]=1>>[Br:15][C:16]1[CH:24]=[C:23]2[C:19]([CH2:20][N:21]3[C:13]([C:3]4[C:4]([C:7]5[CH:12]=[CH:11][CH:10]=[CH:9][CH:8]=5)=[N:5][O:6][C:2]=4[Cl:1])=[N:26][N:25]=[C:22]32)=[CH:18][CH:17]=1. Procedure details: 5-Chloro-3-phenylisoxazole 4-carboxaldehyde (1.1 g) and (6-bromo-3H-isoindol-1-yl)hydrazine (1.2 g, 5.3 mmol) were reacted in a similar manner to that described in Example 4 to give the title compound (415 mg, 19%). 1H NMR (400 MHz, d6-DMSO) δ 8.161–8.165 (1H, m), 7.71–7.74 (1H, m), 7.47–7.61 (6H, m), 4.83 (2H, s).